Dataset: the Open Reaction Database (ORD), a public repository of structured organic reaction records. Task: describe an organic reaction: reactants, conditions, products, and yield Reactants: O=C(O)COc1ccc(Cl)cc1Cl, O=S(Cl)Cl, c1ccccc1. Product: O=C(Cl)COc1ccc(Cl)cc1Cl. As a reaction SMILES: [Cl:5][c:6]1[c:7]([O:8][CH2:9][C:10](=[O:11])[OH:12])[cH:13][cH:14][c:15]([Cl:17])[cH:16]1.[S:1]([Cl:2])([Cl:3])=[O:4].[cH:18]1[cH:19][cH:20][cH:21][cH:22][cH:23]1>>[Cl:3][C:10]([CH2:9][O:8][c:7]1[c:6]([Cl:5])[cH:16][c:15]([Cl:17])[cH:14][cH:13]1)=[O:11]. The reactants are OCC1CN(Cc2ccccc2)CCN1Cc1ccccc1, ClCCl, CCCCCC, Cc1ccccc1, O=C1NC(=O)c2ccccc21, CCOC(=O)N=NC(=O)OCC, C1CCOC1, c1ccc(P(c2ccccc2)c2ccccc2)cc1. Product: O=C1c2ccccc2C(=O)N1CC1CN(Cc2ccccc2)CCN1Cc1ccccc1. Reaction SMILES: [CH2:1]([c:2]1[cH:3][cH:4][cH:5][cH:6][cH:7]1)[N:8]1[CH:9]([CH2:21][OH:22])[CH2:10][N:11]([CH2:14][c:15]2[cH:16][cH:17][cH:18][cH:19][cH:20]2)[CH2:12][CH2:13]1.[CH2:70]([Cl:71])[Cl:72].[CH3:73][CH2:74][CH2:75][CH2:76][CH2:77][CH3:78].[CH3:79][c:80]1[cH:81][cH:82][cH:83][cH:84][cH:85]1.[O:23]=[C:24]1[NH:25][C:26](=[O:27])[c:28]2[cH:29][cH:30][cH:31][cH:32][c:33]21.[O:53]=[C:54]([O:55][CH2:56][CH3:57])[N:58]=[N:59][C:60]([O:61][CH2:62][CH3:63])=[O:64].[O:65]1[CH2:66][CH2:67][CH2:68][CH2:69]1.[c:34]1([P:35]([c:36]2[cH:37][cH:38][cH:39][cH:40][cH:41]2)[c:42]2[cH:43][cH:44][cH:45][cH:46][cH:47]2)[cH:48][cH:49][cH:50][cH:51][cH:52]1>>[CH2:1]([c:2]1[cH:3][cH:4][cH:5][cH:6][cH:7]1)[N:8]1[CH:9]([CH2:21][N:25]2[C:24](=[O:23])[c:33]3[c:28]([cH:29][cH:30][cH:31][cH:32]3)[C:26]2=[O:27])[CH2:10][N:11]([CH2:14][c:15]2[cH:16][cH:17][cH:18][cH:19][cH:20]2)[CH2:12][CH2:13]1. The reactants are NC1=NC=CC=C1OCCCC1=CC=CC=C1 (2-amino-3-(3-phenylpropoxy)pyridine), ClC(CC#N)C(C)=O (3-chloro-4-oxopentanonitrile), C([O-])(O)=O.[Na+] (sodium bicarbonate). The solvent is C(OC)COC (dimethoxyethane). Run at time 66 hour. The product is C(#N)CC1=C(N=C2N1C=CC=C2OCCCC2=CC=CC=C2)C (3-Cyanomethyl-2-methyl-8-(phenylpropoxy)-imidazo[1,2-a]pyridine). Reaction SMILES: [NH2:1][C:2]1[C:7]([O:8][CH2:9][CH2:10][CH2:11][C:12]2[CH:17]=[CH:16][CH:15]=[CH:14][CH:13]=2)=[CH:6][CH:5]=[CH:4][N:3]=1.Cl[CH:19]([C:23](=O)[CH3:24])[CH2:20][C:21]#[N:22].C(=O)(O)[O-].[Na+]>C(COC)OC>[C:21]([CH2:20][C:19]1[N:3]2[CH:4]=[CH:5][CH:6]=[C:7]([O:8][CH2:9][CH2:10][CH2:11][C:12]3[CH:13]=[CH:14][CH:15]=[CH:16][CH:17]=3)[C:2]2=[N:1][C:23]=1[CH3:24])#[N:22] |f:2.3|. Procedure details: A mixture of 5.3 g of 2-amino-3-(3-phenylpropoxy)pyridine, 3.2 g of 3-chloro-4-oxopentanonitrile, 2.0 g sodium bicarbonate, and 50 ml dimethoxyethane was heated at reflux for 24 hrs., then stirred at room temperature 66 hrs. the solvent was removed in vacuo, the brown residue was taken up in 100 ml methylene chloride, filtered, dried over potassium carbonate and evaporated in vacuo to leave a brown gum residue. The residue was chromatographed on silica gel using first chloroform, then switching ... The reactants are C1CCOC1, Cc1cccnc1CN(Cc1ncccc1C)C1CCNCC1, CCOC(C)=O, CCN(C(C)C)C(C)C, O=C(Cl)C(=O)Cl, ClCCl, [Na+], CN(C)C=O, [OH-], O=C(O)c1ccncc1. Yields the product Cc1cccnc1CN(Cc1ncccc1C)C1CCN(C(=O)c2ccncc2)CC1. As a reaction SMILES: [CH2:51]1[O:52][CH2:53][CH2:54][CH2:55]1.[CH3:16][c:17]1[c:18]([CH2:23][N:24]([CH:25]2[CH2:26][CH2:27][NH:28][CH2:29][CH2:30]2)[CH2:31][c:32]2[n:33][cH:34][cH:35][cH:36][c:37]2[CH3:38])[n:19][cH:20][cH:21][cH:22]1.[CH3:58][CH2:59][O:60][C:61]([CH3:62])=[O:63].[CH:39]([N:40]([CH2:41][CH3:42])[CH:43]([CH3:44])[CH3:45])([CH3:46])[CH3:47].[Cl:10][C:11]([C:12]([Cl:13])=[O:14])=[O:15].[Cl:48][CH2:49][Cl:50].[Na+:57].[O:64]=[CH:65][N:66]([CH3:67])[CH3:68].[OH-:56].[OH:1][C:2](=[O:3])[c:4]1[cH:5][cH:6][n:7][cH:8][cH:9]1>>[C:2](=[O:3])([c:4]1[cH:5][cH:6][n:7][cH:8][cH:9]1)[N:28]1[CH2:27][CH2:26][CH:25]([N:24]([CH2:23][c:18]2[c:17]([CH3:16])[cH:22][cH:21][cH:20][n:19]2)[CH2:31][c:32]2[n:33][cH:34][cH:35][cH:36][c:37]2[CH3:38])[CH2:30][CH2:29]1. Starting materials: CS(=O)(=O)c1ccc(B(O)O)cc1, [Na+], [Na+], O=C([O-])[O-], C1COCCO1, Cl[Pd]Cl, CCS(=O)c1cnc2c(c1)cc(C(=CC1CCCC1)OS(=O)(=O)c1ccc(C)cc1)n2S(=O)(=O)c1ccccc1, c1ccc(P(c2ccccc2)c2ccccc2)cc1, c1ccc(P(c2ccccc2)c2ccccc2)cc1. The product is CCS(=O)c1cnc2c(c1)cc(C(=CC1CCCC1)c1ccc(S(C)(=O)=O)cc1)n2S(=O)(=O)c1ccccc1. Reaction SMILES: [CH3:41][S:42](=[O:43])(=[O:44])[c:45]1[cH:46][cH:47][c:48]([B:51]([OH:52])[OH:53])[cH:49][cH:50]1.[Na+:54].[Na+:55].[O-:56][C:57](=[O:58])[O-:59].[O:60]1[CH2:61][CH2:62][O:63][CH2:64][CH2:65]1.[Pd:66]([Cl:67])[Cl:68].[c:1]1([S:7](=[O:8])(=[O:9])[n:10]2[c:11]([C:23](=[CH:24][CH:25]3[CH2:26][CH2:27][CH2:28][CH2:29]3)[O:30][S:31]([c:32]3[cH:33][cH:34][c:35]([CH3:36])[cH:37][cH:38]3)(=[O:39])=[O:40])[cH:12][c:13]3[c:14]2[n:15][cH:16][c:17]([S:19](=[O:20])[CH2:21][CH3:22])[cH:18]3)[cH:2][cH:3][cH:4][cH:5][cH:6]1.[c:69]1([P:70]([c:71]2[cH:72][cH:73][cH:74][cH:75][cH:76]2)[c:77]2[cH:78][cH:79][cH:80][cH:81][cH:82]2)[cH:83][cH:84][cH:85][cH:86][cH:87]1.[c:88]1([P:89]([c:90]2[cH:91][cH:92][cH:93][cH:94][cH:95]2)[c:96]2[cH:97][cH:98][cH:99][cH:100][cH:101]2)[cH:102][cH:103][cH:104][cH:105][cH:106]1>>[c:1]1([S:7](=[O:8])(=[O:9])[n:10]2[c:11]([C:23](=[CH:24][CH:25]3[CH2:26][CH2:27][CH2:28][CH2:29]3)[c:48]3[cH:47][cH:46][c:45]([S:42]([CH3:41])(=[O:43])=[O:44])[cH:50][cH:49]3)[cH:12][c:13]3[c:14]2[n:15][cH:16][c:17]([S:19](=[O:20])[CH2:21][CH3:22])[cH:18]3)[cH:2][cH:3][cH:4][cH:5][cH:6]1. Reactants: C1(=CC=CC=C1)N1CNC(C12CCNCC2)=O (1-phenyl-1,3,8-triazaspiro[4.5]decan-4-one), Cl.C(#N)C1=CC=C(CN2C=NC=C2CCl)C=C1 (1-(4-cyanobenzyl)-5-chloromethylimidazole hydrochloride salt), C(C)(C)N(CC)C(C)C (diisopropylethylamine). Solvent: C(C)#N (acetonitrile). Yields the product O=C1NCN(C12CCN(CC2)CC2=CN=CN2CC2=CC=C(C#N)C=C2)C2=CC=CC=C2 (4-[5-(4-Oxo-1-phenyl-1,3,8-triazaspiro[4.5]-dec-8-ylmethyl)imidazol-1-ylmethyl]benzonitrile). As a reaction SMILES: [C:1]1([N:7]2[C:11]3([CH2:16][CH2:15][NH:14][CH2:13][CH2:12]3)[C:10](=[O:17])[NH:9][CH2:8]2)[CH:6]=[CH:5][CH:4]=[CH:3][CH:2]=1.Cl.[C:19]([C:21]1[CH:34]=[CH:33][C:24]([CH2:25][N:26]2[C:30]([CH2:31]Cl)=[CH:29][N:28]=[CH:27]2)=[CH:23][CH:22]=1)#[N:20].C(N(C(C)C)CC)(C)C>C(#N)C>[O:17]=[C:10]1[C:11]2([CH2:12][CH2:13][N:14]([CH2:31][C:30]3[N:26]([CH2:25][C:24]4[CH:33]=[CH:34][C:21]([C:19]#[N:20])=[CH:22][CH:23]=4)[CH:27]=[N:28][CH:29]=3)[CH2:15][CH2:16]2)[N:7]([C:1]2[CH:2]=[CH:3][CH:4]=[CH:5][CH:6]=2)[CH2:8][NH:9]1 |f:1.2|. Reported procedure: A solution of 1-phenyl-1,3,8-triazaspiro[4.5]decan-4-one (230 mg, 1 mmol), 1-(4-cyanobenzyl)-5-chloromethylimidazole hydrochloride salt (265 mg, 1 mmol), and diisopropylethylamine (0.52 mL, 3 mmol) in anhydrous acetonitrile (5 mL) was stirred at room temp. for 2 days. The resulting mixture was concentrated under vacuum, and the residue was subjected to column chromatography on silica gel eluting with 5% methanol in ethyl acetate. The appropriate fractions were collected and concentrated. The res... Starting materials: CC(O)(CNC(=O)c1cnc(Br)c(-c2ccc(Cl)cc2)n1)C1CC1, OCc1ncccn1. The product is CC(O)(CNC(=O)c1cnc(OCc2ncccn2)c(-c2ccc(Cl)cc2)n1)C1CC1. Reaction SMILES: [CH:1]1([C:4]([CH2:5][NH:6][C:7](=[O:8])[c:9]2[n:10][c:11](-[c:16]3[cH:17][cH:18][c:19]([Cl:22])[cH:20][cH:21]3)[c:12]([Br:15])[n:13][cH:14]2)([CH3:23])[OH:24])[CH2:2][CH2:3]1.[n:25]1[c:26]([CH2:31][OH:32])[n:27][cH:28][cH:29][cH:30]1>>[CH:1]1([C:4]([CH2:5][NH:6][C:7](=[O:8])[c:9]2[n:10][c:11](-[c:16]3[cH:17][cH:18][c:19]([Cl:22])[cH:20][cH:21]3)[c:12]([O:32][CH2:31][c:26]3[n:25][cH:30][cH:29][cH:28][n:27]3)[n:13][cH:14]2)([CH3:23])[OH:24])[CH2:2][CH2:3]1.